The task is: describe an organic reaction: reactants, conditions, products, and yield. This data is from the Open Reaction Database (ORD), a public repository of structured organic reaction records. Reactants: CC(=O)[O-], CCO, Cl, NO, [Na+], O, O=C(CCCc1ccncc1)c1ccccc1. The product is ON=C(CCCc1ccncc1)c1ccccc1. Reaction SMILES: [CH3:22][C:23](=[O:24])[O-:25].[CH3:27][CH2:28][OH:29].[ClH:18].[NH2:19][OH:20].[Na+:21].[OH2:26].[c:1]1([C:7]([CH2:8][CH2:9][CH2:10][c:11]2[cH:12][cH:13][n:14][cH:15][cH:16]2)=[O:17])[cH:2][cH:3][cH:4][cH:5][cH:6]1>>[c:1]1([C:7]([CH2:8][CH2:9][CH2:10][c:11]2[cH:12][cH:13][n:14][cH:15][cH:16]2)=[N:19][OH:20])[cH:2][cH:3][cH:4][cH:5][cH:6]1. Reactants: C(C1=CC=CC=C1)OC1=C(C=O)C=C(C=C1)Br (2-(benzyloxy)-5-bromobenzaldehyde), FC1=C(C=C(C=C1)OC)B(O)O ((2-fluoro-5-methoxyphenyl)boronic acid), C1(CCCCC1)P(C1=C(C=CC=C1)C1=C(C=CC=C1OC)OC)C1CCCCC1 (2-dicyclohexylphosphino-2′,6′-dimethoxybiphenyl), C([O-])([O-])=O.[Na+].[Na+] (sodium carbonate). Reagents/catalysts: C=1C=CC(=CC1)/C=C/C(=O)/C=C/C2=CC=CC=C2.C=1C=CC(=CC1)/C=C/C(=O)/C=C/C2=CC=CC=C2.C=1C=CC(=CC1)/C=C/C(=O)/C=C/C2=CC=CC=C2.[Pd].[Pd] (tris(dibenzylideneacetone)dipalladium(0)). Run in O (water), C1(=CC=CC=C1)C (toluene). Conditions: temperature 100 celsius, time 1 hour. Product: C(C1=CC=CC=C1)OC1=C(C=C(C=C1)C1=C(C=CC(=C1)OC)F)C=O (4-(benzyloxy)-2′-fluoro-5′-methoxy-[1,1′-biphenyl]-3-carbaldehyde). The yield is 69.2%. RXN SMILES: [CH2:1]([O:8][C:9]1[CH:16]=[CH:15][C:14](Br)=[CH:13][C:10]=1[CH:11]=[O:12])[C:2]1[CH:7]=[CH:6][CH:5]=[CH:4][CH:3]=1.[F:18][C:19]1[CH:24]=[CH:23][C:22]([O:25][CH3:26])=[CH:21][C:20]=1B(O)O.C1(P(C2CCCCC2)C2C=CC=CC=2C2C(OC)=CC=CC=2OC)CCCCC1.C(=O)([O-])[O-].[Na+].[Na+]>C1(C)C=CC=CC=1.C1C=CC(/C=C/C(/C=C/C2C=CC=CC=2)=O)=CC=1.C1C=CC(/C=C/C(/C=C/C2C=CC=CC=2)=O)=CC=1.C1C=CC(/C=C/C(/C=C/C2C=CC=CC=2)=O)=CC=1.[Pd].[Pd].O>[CH2:1]([O:8][C:9]1[CH:16]=[CH:15][C:14]([C:20]2[CH:21]=[C:22]([O:25][CH3:26])[CH:23]=[CH:24][C:19]=2[F:18])=[CH:13][C:10]=1[CH:11]=[O:12])[C:2]1[CH:7]=[CH:6][CH:5]=[CH:4][CH:3]=1 |f:3.4.5,7.8.9.10.11|. Procedure details: To a solution of 2-(benzyloxy)-5-bromobenzaldehyde (5.00 g) in toluene (70 mL) were added (2-fluoro-5-methoxyphenyl)boronic acid (4.40 g), 2-dicyclohexylphosphino-2′,6′-dimethoxybiphenyl (710 mg), tris(dibenzylideneacetone)dipalladium(0) (790 mg) and 2.0M aqueous sodium carbonate solution (25.8 mL) at room temperature, and the mixture was stirred at 100° C. for 1 hr. The reaction mixture was cooled to room temperature, water was added, and the mixture was extracted with ethyl acetate. The extrac... Reactants: C1(=CC=CC=C1)C (toluene), ClC1=NC=CC(=N1)C1=C(N=C(S1)C(C)(C)C)C=1C(=C(C=CC1F)NS(=O)(=O)C1=C(C=CC(=C1)F)F)F (N-{3-[5-(2-chloro-4-pyrimidinyl)-2-(1,1-dimethylethyl)-1,3-thiazol-4-yl]-2,4-difluorophenyl}-2,5-difluorobenzenesulfonamide), C[Zn]C (dimethyl zinc). Product: CC(C)(C)C=1SC(=C(N1)C=1C(=C(C=CC1F)NS(=O)(=O)C1=C(C=CC(=C1)F)F)F)C1=NC(=NC=C1)C (N-{3-[2-(1,1-dimethylethyl)-5-(2-methyl-4-pyrimidinyl)-1,3-thiazol-4-yl]-2,4-difluorophenyl}-2,5-difluorobenzenesulfonamide), solid. Yield: 72.0%. Reaction SMILES: Cl[C:2]1[N:7]=[C:6]([C:8]2[S:12][C:11]([C:13]([CH3:16])([CH3:15])[CH3:14])=[N:10][C:9]=2[C:17]2[C:18]([F:36])=[C:19]([NH:24][S:25]([C:28]3[CH:33]=[C:32]([F:34])[CH:31]=[CH:30][C:29]=3[F:35])(=[O:27])=[O:26])[CH:20]=[CH:21][C:22]=2[F:23])[CH:5]=[CH:4][N:3]=1.[CH3:37][Zn]C.C1(C)C=CC=CC=1>>[CH3:14][C:13]([C:11]1[S:12][C:8]([C:6]2[CH:5]=[CH:4][N:3]=[C:2]([CH3:37])[N:7]=2)=[C:9]([C:17]2[C:18]([F:36])=[C:19]([NH:24][S:25]([C:28]3[CH:33]=[C:32]([F:34])[CH:31]=[CH:30][C:29]=3[F:35])(=[O:27])=[O:26])[CH:20]=[CH:21][C:22]=2[F:23])[N:10]=1)([CH3:16])[CH3:15]. Procedure: Following a procedure analogous to the procedure described in Example 25 using N-{3-[5-(2-chloro-4-pyrimidinyl)-2-(1,1-dimethylethyl)-1,3-thiazol-4-yl]-2,4-difluorophenyl}-2,5-difluorobenzenesulfonamide (150 mg, 0.269 mmol) and dimethyl zinc in toluene (0.269 mL, 0.539 mmol), the title compound was obtained as a yellow solid (105 mg, 72% yield). MS (ESI): 537 [M+H]+. Product: C(C)(=O)C=1C(=CC2=C(NC(CO2)=O)C1)F (6-acetyl-7-fluoro-4H-benzo[1,4]oxazin-3-one). As a reaction SMILES: [NH2:1][C:2]1[C:3]([OH:12])=[CH:4][C:5]([F:11])=[C:6]([C:8](=[O:10])[CH3:9])[CH:7]=1.C([O-])(O)=O.[Na+].CC(C)[CH2:20][C:21](=[O:23])C.ClCC(Cl)=O>O>[C:8]([C:6]1[C:5]([F:11])=[CH:4][C:3]2[O:12][CH2:20][C:21](=[O:23])[NH:1][C:2]=2[CH:7]=1)(=[O:10])[CH3:9] |f:1.2|. Reported procedure: To a mixture of 1-(5-amino-2-fluoro-4-hydroxy-phenyl)-ethanone (13.2 g, 78 mmol), NaHCO3 (19.67 g, 234 mmol) in water (90 mL), and 4-methyl-2-pentanone (90 mL) at 0° C. was added 2-chloroacetyl chloride (13.22 g, 8.8 mL, 117 mmol) dropwise. After addition, the reaction mixture was stirred at ambient temperature for 0.5 h and then at 80° C. for 18 h. The mixture was cooled to ambient temperature and filtered to give 6-acetyl-7-fluoro-4H-benzo[1,4]oxazin-3-one as gray solid (12 g, 74%), which was ... The yield is 74.0%. Solvent: O (water). Run at time 0.5 hour. Starting materials: ClCC(=O)Cl (2-chloroacetyl chloride), NC=1C(=CC(=C(C1)C(C)=O)F)O (1-(5-amino-2-fluoro-4-hydroxy-phenyl)-ethanone), C(=O)(O)[O-].[Na+] (NaHCO3), CC(CC(C)=O)C (4-methyl-2-pentanone). Starting materials: FC1=CC(=C(OC=2C(=NC3=CC=CC=C3N2)C(=O)NC=2C=C(C(=O)O)C=CC2)C=C1)OC (3-(3-(4-fluoro-2-methoxyphenoxy)quinoxaline-2-carboxamido)benzoic acid), FC1=CC(=C(OC=2C(=NC3=CC=CC=C3N2)C(=O)O)C=C1)OC (3-(4-fluoro-2-methoxy-phenoxy)quinoxaline-2-carboxylic acid), NC=1SC=C(N1)C(=O)OCC (ethyl 2-aminothiazole-4-carboxylate). Product: FC1=CC(=C(OC=2C(=NC3=CC=CC=C3N2)C(=O)NC=2SC=C(N2)C(=O)O)C=C1)OC (2-(3-(4-Fluoro-2-methoxyphenoxy)quinoxaline-2-carboxamido)thiazole-4-carboxylic acid). RXN SMILES: [F:1][C:2]1[CH:30]=[CH:29][C:5]([O:6][C:7]2[C:8]([C:17]([NH:19][C:20]3C=C(C=CC=3)C(O)=O)=[O:18])=[N:9][C:10]3[C:15]([N:16]=2)=[CH:14][CH:13]=[CH:12][CH:11]=3)=[C:4]([O:31][CH3:32])[CH:3]=1.FC1C=CC(OC2C(C(O)=O)=NC3C(N=2)=CC=CC=3)=C(OC)C=1.NC1[S:58][CH:59]=[C:60]([C:62]([O:64]CC)=[O:63])[N:61]=1>>[F:1][C:2]1[CH:30]=[CH:29][C:5]([O:6][C:7]2[C:8]([C:17]([NH:19][C:20]3[S:58][CH:59]=[C:60]([C:62]([OH:64])=[O:63])[N:61]=3)=[O:18])=[N:9][C:10]3[C:15]([N:16]=2)=[CH:14][CH:13]=[CH:12][CH:11]=3)=[C:4]([O:31][CH3:32])[CH:3]=1. Procedure details: 2-(3-(4-Fluoro-2-methoxyphenoxy)quinoxaline-2-carboxamido)thiazole-4-carboxylic acid (37) was prepared using a similar experimental procedure as described above for cmpd (36) from 3-(4-fluoro-2-methoxy-phenoxy)quinoxaline-2-carboxylic acid and ethyl 2-aminothiazole-4-carboxylate. The reactants are ClC1=C(C(=NC2=CC=C(C=C12)C(O)C=1C(=NC(=CC1)C)C)OC)CC1=CC=C(C=C1)C(F)(F)F ((4-Chloro-2-methoxy-3-(4-(trifluoromethyl)benzyl)quinolin-6-yl)(2,6-dimethylpyridin-3-yl)methanol), CN1N=NC=C1C(=O)C1CCOCC1 ((1-methyl-1H-1,2,3-triazol-5-yl)(tetrahydro-2H-pyran-4-yl)methanone), CN1N=NC=C1C(=O)C1CCOCC1 ((1-methyl-1H-1,2,3-triazol-5-yl)(tetrahydro-2H-pyran-4-yl)methanone), ClC1=C(C(=NC2=CC=C(C=C12)C(O)C=1C(=NC(=CC1)C)C)OC)CC1=CC=C(C=C1)C(F)(F)F ((4-Chloro-2-methoxy-3-(4-(trifluoromethyl)benzyl)quinolin-6-yl)(2,6-dimethylpyridin-3-yl)methanol), N1(N=CC=C1)C1=CC=C(CC=2C(=NC3=C(C=C(C=C3C2Cl)Br)C)Cl)C=C1 (3-(4-(1H-pyrazol-1-yl)benzyl)-6-bromo-2,4-dichloro-8-methylquinoline), S1C2=C(C=C1CC=1C(=NC3=CC=C(C=C3C1Cl)C(O)(C=1C=NC(=CC1)C(F)(F)F)C1=CN=CN1C)OC)C=CC=C2 ((3-(Benzo[b]thiophen-2-ylmethyl)-4-chloro-2-methoxyquinolin-6-yl)(1-methyl-1H-imidazol-5-yl)(6-(trifluoromethyl)pyridin-3-yl)methanol). The product is ClC1=C(C(=NC2=CC=C(C=C12)C(O)(C1CCOCC1)C1=CN=NN1C)OC)CC1=CC=C(C=C1)C(F)(F)F ((4-Chloro-2-methoxy-3-(4-(trifluoromethyl)benzyl)quinolin-6-yl)(1-methyl-1H-1,2,3-triazol-5-yl)(tetrahydro-2H-pyran-4-yl)methanol). Reaction SMILES: [Cl:1][C:2]1[C:11]2[C:6](=[CH:7][CH:8]=[C:9](C(C3C(C)=NC(C)=CC=3)O)[CH:10]=2)[N:5]=[C:4]([O:22][CH3:23])[C:3]=1[CH2:24][C:25]1[CH:30]=[CH:29][C:28]([C:31]([F:34])([F:33])[F:32])=[CH:27][CH:26]=1.N1(C2C=CC(CC3C(Cl)=NC4C(C=3Cl)=CC(Br)=CC=4C)=CC=2)C=CC=N1.[CH3:61][N:62]1[C:66]([C:67]([CH:69]2[CH2:74][CH2:73][O:72][CH2:71][CH2:70]2)=[O:68])=[CH:65][N:64]=[N:63]1.S1C(CC2C(OC)=NC3C(C=2Cl)=CC(C(C2N(C)C=NC=2)(C2C=NC(C(F)(F)F)=CC=2)O)=CC=3)=CC2C=CC=CC1=2>>[Cl:1][C:2]1[C:11]2[C:6](=[CH:7][CH:8]=[C:9]([C:67]([C:66]3[N:62]([CH3:61])[N:63]=[N:64][CH:65]=3)([CH:69]3[CH2:74][CH2:73][O:72][CH2:71][CH2:70]3)[OH:68])[CH:10]=2)[N:5]=[C:4]([O:22][CH3:23])[C:3]=1[CH2:24][C:25]1[CH:30]=[CH:29][C:28]([C:31]([F:34])([F:32])[F:33])=[CH:27][CH:26]=1. Procedure: The title compound was prepared analogously to the method described in Example 78 using 6-bromo-4-chloro-2-methoxy-3-(4-(trifluoromethyl)benzyl)quinoline (Intermediate 12: step d) in place of 3-(4-(1H-pyrazol-1-yl)benzyl)-6-bromo-2,4-dichloro-8-methylquinoline (Intermediate 57) and (1-methyl-1H-1,2,3-triazol-5-yl)(tetrahydro-2H-pyran-4-yl)methanone (Intermediate 30) in place of 1-(4-(6-(trifluoromethyl)nicotinoyl)piperidin-1-yl)ethanone (Intermediate 56: step d). MS m/e 547.2 (M+H)+. The product is C(CCC)NS(=O)(=O)C1=CC=C(C=C1)N1CCC(CC1)NC[C@@H](COC1=CC=CC=2NC(NC21)=O)O (N-Butyl-4-{4-[(2S)-2-hydroxy-3-(2-oxo-2,3-di hydro-1H-benzoimidazol-4-yloxy)-propylamino]-piperidin-1-yl}-benzenesulfonamide). RXN SMILES: [NH2:1][CH2:2][C@H:3]([OH:16])[CH2:4][O:5][C:6]1[C:14]2[NH:13][C:12](=[O:15])[NH:11][C:10]=2[CH:9]=[CH:8][CH:7]=1.[CH2:17]([NH:21][S:22]([C:25]1[CH:30]=[CH:29][C:28]([N:31]2[CH2:36][CH2:35][C:34](=O)[CH2:33][CH2:32]2)=[CH:27][CH:26]=1)(=[O:24])=[O:23])[CH2:18][CH2:19][CH3:20]>>[CH2:17]([NH:21][S:22]([C:25]1[CH:30]=[CH:29][C:28]([N:31]2[CH2:36][CH2:35][CH:34]([NH:1][CH2:2][C@H:3]([OH:16])[CH2:4][O:5][C:6]3[C:14]4[NH:13][C:12](=[O:15])[NH:11][C:10]=4[CH:9]=[CH:8][CH:7]=3)[CH2:33][CH2:32]2)=[CH:27][CH:26]=1)(=[O:23])=[O:24])[CH2:18][CH2:19][CH3:20]. Procedure details: The title compound was prepared from 4-((2S)-3-amino-2-hydroxy-propoxy)-1,3-dihydro-benzoimidazol-2-one and Reference Example 11, N-butyl-4-(4-oxo-piperidin-1-yl)-benzenesulfonamide, according to the procedure of Example 1 as an off-white solid; mp 69-75° C.; 1H NMR (300 MHz, DMSO-d6) δ 0.79 (t, 3H), 1.10-1.40 (m, 6H), 1.75-1.90 (m, 2H), 2.67 (t, 2H), 2.10-3.00 (m, 5H), 3.70-4.10 (m, 5H), 6.55 (d, 3H), 6.62 (d, 1H), 6.83 (t, 1H), 7.00 (d, 2H), 7.52 (d, 2H), 10.45-10.80 (m, 2H); MS (ES) m/z: 518.... The reactants are NC[C@@H](COC1=CC=CC=2NC(NC21)=O)O (4-((2S)-3-amino-2-hydroxy-propoxy)-1,3-dihydro-benzoimidazol-2-one), C(CCC)NS(=O)(=O)C1=CC=C(C=C1)N1CCC(CC1)=O (N-butyl-4-(4-oxo-piperidin-1-yl)-benzenesulfonamide).